This data is from the Open Reaction Database (ORD), a public repository of structured organic reaction records. The task is: describe an organic reaction: reactants, conditions, products, and yield Reactants: CN(C(C1=C(C(=CC=C1)C)C)=O)C (N,N-dimethyl-2,3-dimethylbenzamide), OC1CN(CC1)CCC#N (3-(3-hydroxypyrrolidin-1-yl)propionitrile). Product: OC1CN(CC1)CCC=1NC(C2=CC=CC(=C2C1)C)=O (3-[2-(3-hydroxypyrrolidin-1-yl)ethyl]-5-methyl-2H-isoquinolin-1-one). Yield: 5.4%. As a reaction SMILES: C[N:2]([CH3:13])[C:3](=[O:12])[C:4]1[CH:9]=[CH:8][CH:7]=[C:6]([CH3:10])[C:5]=1[CH3:11].[OH:14][CH:15]1[CH2:19][CH2:18][N:17]([CH2:20][CH2:21]C#N)[CH2:16]1>>[OH:14][CH:15]1[CH2:19][CH2:18][N:17]([CH2:20][CH2:21][C:13]2[NH:2][C:3](=[O:12])[C:4]3[C:5]([CH:11]=2)=[C:6]([CH3:10])[CH:7]=[CH:8][CH:9]=3)[CH2:16]1. Procedure details: By the reaction in the same manner as in Example 1a, using N,N-dimethyl-2,3-dimethylbenzamide (4.10 g) and 3-(3-hydroxypyrrolidin-1-yl)propionitrile (1.5 g), 3-[2-(3-hydroxypyrrolidin-1-yl)ethyl]-5-methyl-2H-isoquinolin-1-one (157.5 mg) was obtained. Procedure: The reaction was conducted in the same manner as the step of Example 36 (2) except that 1,3-dimethyl-5,7-dihydroxyadamantane was used instead of the 1,3-dicarboxy-5-adamantanol, and, as a result, a 1,3-dimethyl-5-hydroxy-7-acryloyloxyadamantane (yield: 87%, white solid) was obtained. RXN SMILES: [C:1](OCC12CC3CC(CC(O)(C3)C1)C2)(=[O:4])[CH:2]=[CH2:3].[CH3:18][C:19]12[CH2:29][C:23]3([OH:30])[CH2:24][C:25]([OH:28])([CH2:27][C:21]([CH3:31])([CH2:22]3)[CH2:20]1)[CH2:26]2>>[CH3:31][C:21]12[CH2:27][C:25]3([OH:28])[CH2:24][C:23]([O:30][C:1](=[O:4])[CH:2]=[CH2:3])([CH2:29][C:19]([CH3:18])([CH2:26]3)[CH2:20]1)[CH2:22]2. The yield is 87.0%. Starting materials: C(C=C)(=O)OCC12CC3(CC(CC(C1)C3)C2)O (1-acryloyloxymethyl-3-adamantanol), CC12CC3(CC(CC(C1)(C3)O)(C2)O)C (1,3-dimethyl-5,7-dihydroxyadamantane). Product: CC12CC3(CC(CC(C1)(C3)OC(C=C)=O)(C2)O)C (1,3-dimethyl-5-hydroxy-7-acryloyloxyadamantane). The reactants are CC(=O)O, CCOC(=O)CC1Cc2cc(C=O)c(OC)cc2Cc2ccccc21, Cl. Yields the product CCOC(=O)CC1Cc2cc(C)c(OC)cc2Cc2ccccc21. RXN SMILES: [C:27]([OH:28])(=[O:29])[CH3:30].[CH:1](=[O:2])[c:3]1[cH:4][c:5]2[c:6]([cH:22][c:23]1[O:24][CH3:25])[CH2:7][c:8]1[c:9]([cH:18][cH:19][cH:20][cH:21]1)[CH:10]([CH2:12][C:13](=[O:14])[O:15][CH2:16][CH3:17])[CH2:11]2.[ClH:26]>>[CH3:1][c:3]1[cH:4][c:5]2[c:6]([cH:22][c:23]1[O:24][CH3:25])[CH2:7][c:8]1[c:9]([cH:18][cH:19][cH:20][cH:21]1)[CH:10]([CH2:12][C:13](=[O:14])[O:15][CH2:16][CH3:17])[CH2:11]2. Starting materials: FC1=CC=C2/C(/C(NC2=C1)=O)=C\1/C=C(C(O1)(C)C)C1=CC=C(C(=O)O)C=C1 (4-[(5E)-5-(6-fluoro-2-oxo-1,2-dihydro-3H-indol-3-ylidene)-2,2-dimethyl-2,5-dihydrofuran-3-yl]benzoic acid), OC1CCNCC1 (4-hydroxypiperidine), O-benzotriazol-1-yl-N,N,N,N′-tetramethyluronium hexafluorophosphate, C(C)(C)N(CC)C(C)C (diisopropylethylamine), O (water). Run in CN(C)C=O (DMF). The product is FC1=CC=C2\C(\C(NC2=C1)=O)=C\1/OC(C(=C1)C1=CC=C(C=C1)C(=O)N1CCC(CC1)O)(C)C ((3E)-6-fluoro-3-[4-{4-[(4-hydroxypiperidin-1-yl)carbonyl]phenyl}-5,5-dimethylfuran-2(5H)-ylidene]-1,3-dihydro-2H-indol-2-one). As a reaction SMILES: [F:1][C:2]1[CH:10]=[C:9]2[C:5](/[C:6](=[C:12]3/[CH:13]=[C:14]([C:19]4[CH:27]=[CH:26][C:22]([C:23]([OH:25])=O)=[CH:21][CH:20]=4)[C:15]([CH3:18])([CH3:17])[O:16]/3)/[C:7](=[O:11])[NH:8]2)=[CH:4][CH:3]=1.[OH:28][CH:29]1[CH2:34][CH2:33][NH:32][CH2:31][CH2:30]1.C(N(C(C)C)CC)(C)C.O>CN(C=O)C>[F:1][C:2]1[CH:10]=[C:9]2[C:5](/[C:6](=[C:12]3\[O:16][C:15]([CH3:17])([CH3:18])[C:14]([C:19]4[CH:27]=[CH:26][C:22]([C:23]([N:32]5[CH2:33][CH2:34][CH:29]([OH:28])[CH2:30][CH2:31]5)=[O:25])=[CH:21][CH:20]=4)=[CH:13]\3)/[C:7](=[O:11])[NH:8]2)=[CH:4][CH:3]=1. Procedure details: A mixture of 4-[(5E)-5-(6-fluoro-2-oxo-1,2-dihydro-3H-indol-3-ylidene)-2,2-dimethyl-2,5-dihydrofuran-3-yl]benzoic acid (50 mg, 0.137 mmol), 4-hydroxypiperidine (15 mg, 0.15 mmol), O-benzotriazol-1-yl-N,N,N,N′-tetramethyluronium hexafluorophosphate (HBTU) (57 mg, 0.15 mmol) and diisopropylethylamine (39 mg, 0.30 mmol) in 3 mL of anhydrous DMF was stirred at room temperature. The mixture was poured into 75 mL of water. The precipitates were filtered, washed with water, and dried in vacuo to give (... Reactants: N1=C(C=CC=C1)CCNC(=S)N ((2-pyridin-2-yl-ethyl)-thiourea), BrCC(C(=O)O)=O (3-bromo-2-oxo-propionic acid). Run in CO (methanol). The product is N1=C(C=CC=C1)CCNC=1SC=C(N1)C(=O)O (2-(2-Pyridin-2-yl-ethylamino)-thiazole-4-carboxylic acid). The yield is 90.9%. RXN SMILES: [N:1]1[CH:6]=[CH:5][CH:4]=[CH:3][C:2]=1[CH2:7][CH2:8][NH:9][C:10]([NH2:12])=[S:11].Br[CH2:14][C:15](=O)[C:16]([OH:18])=[O:17]>CO>[N:1]1[CH:6]=[CH:5][CH:4]=[CH:3][C:2]=1[CH2:7][CH2:8][NH:9][C:10]1[S:11][CH:14]=[C:15]([C:16]([OH:18])=[O:17])[N:12]=1. Procedure: 2-(2-Pyridin-2-yl-ethylamino)-thiazole-4-carboxylic acid (375 mg) was prepared according to General Procedure B using (2-pyridin-2-yl-ethyl)-thiourea (300 mg) and 3-bromo-2-oxo-propionic acid (295 mg) in methanol (3 mL). The crude product was used in a subsequent step without further purification. Reactants: C(#N)CC(CN1CCN(CCC1)C(=O)OC(C)(C)C)OS(=O)(=O)C (tert-butyl 4-{3-cyano-2-[(methylsulfonyl)oxy]propyl}-1,4-diazepane-1-carboxylate), N1N=CC(=C1)C=1C2=C(N=CN1)N(C=C2)COCC[Si](C)(C)C (4-(1H-pyrazol-4-yl)-7-{[2-(trimethylsilyl)ethoxy]methyl}-7H-pyrrolo[2,3-d]pyrimidine), C([O-])([O-])=O.[K+].[K+] (potassium carbonate). The solvent is C(C)(=O)OCC (ethyl acetate), CN(C)C=O (DMF). Conditions: time 66 hour. Yields the product C(#N)CC(CN1CCN(CCC1)C(=O)OC(C)(C)C)N1N=CC(=C1)C=1C2=C(N=CN1)N(C=C2)COCC[Si](C)(C)C (tert-butyl 4-{3-cyano-2-[4-(7-{[2-(trimethylsilyl)ethoxy]methyl}-7H-pyrrolo[2,3-d]pyrimidin-4-yl)-1H-pyrazol-1-yl]propyl}-1,4-diazepane-1-carboxylate). The yield is 100.8%. As a reaction SMILES: [C:1]([CH2:3][CH:4](OS(C)(=O)=O)[CH2:5][N:6]1[CH2:12][CH2:11][CH2:10][N:9]([C:13]([O:15][C:16]([CH3:19])([CH3:18])[CH3:17])=[O:14])[CH2:8][CH2:7]1)#[N:2].[NH:25]1[CH:29]=[C:28]([C:30]2[C:31]3[CH:38]=[CH:37][N:36]([CH2:39][O:40][CH2:41][CH2:42][Si:43]([CH3:46])([CH3:45])[CH3:44])[C:32]=3[N:33]=[CH:34][N:35]=2)[CH:27]=[N:26]1.C(=O)([O-])[O-].[K+].[K+]>CN(C=O)C.C(OCC)(=O)C>[C:1]([CH2:3][CH:4]([N:25]1[CH:29]=[C:28]([C:30]2[C:31]3[CH:38]=[CH:37][N:36]([CH2:39][O:40][CH2:41][CH2:42][Si:43]([CH3:46])([CH3:45])[CH3:44])[C:32]=3[N:33]=[CH:34][N:35]=2)[CH:27]=[N:26]1)[CH2:5][N:6]1[CH2:12][CH2:11][CH2:10][N:9]([C:13]([O:15][C:16]([CH3:19])([CH3:18])[CH3:17])=[O:14])[CH2:8][CH2:7]1)#[N:2] |f:2.3.4|. Procedure: To a solution of tert-butyl 4-{3-cyano-2-[(methylsulfonyl)oxy]propyl}-1,4-diazepane-1-carboxylate (4.00 g, 11.1 mmol) and 4-(1H-pyrazol-4-yl)-7-{[2-(trimethylsilyl)ethoxy]methyl}-7H-pyrrolo[2,3-d]pyrimidine (3.50 g, 11.1 mmol) in DMF (30 mL) was added potassium carbonate (4.6 g, 33 mmol). The resulting mixture was stirred at room temperature for 66 hours. The reaction solution was diluted with ethyl acetate (˜300 mL) then washed with water twice and brine. The organic solutions were dried over M... The reactants are N1(CCOCC1)C=1N=C(NC(C1)=O)CC(=O)[O-].[Na+] (sodium [4-(morpholin-4-yl)-6-oxo-1,6-dihydropyrimidin-2-yl]acetate), C1(=CC=CC=C1)C1NC2=CC=CC=C2C1 (2-phenylindoline), Cl.CN(CCCN=C=NCC)C (N-[3-(dimethylamino)propyl]-N′-ethylcarbodiimide hydrochloride). Run in N1=CC=CC=C1 (pyridine), CN(C=O)C (N,N-dimethylformamide). The product is N1(CCOCC1)C1=CC(NC(=N1)CC(N1C(CC2=CC=CC=C12)C1=CC=CC=C1)=O)=O ((±)-6-(morpholin-4-yl)-2-{2-oxo-2-[2-phenyl-2,3-dihydro-1H-indol-1-yl]ethyl}pyrimidin-4(3H)-one). Isolated yield 53.9%. As a reaction SMILES: [N:1]1([C:7]2[N:8]=[C:9]([CH2:14][C:15]([O-:17])=O)[NH:10][C:11](=[O:13])[CH:12]=2)[CH2:6][CH2:5][O:4][CH2:3][CH2:2]1.[Na+].[C:19]1([CH:25]2[CH2:33][C:32]3[C:27](=[CH:28][CH:29]=[CH:30][CH:31]=3)[NH:26]2)[CH:24]=[CH:23][CH:22]=[CH:21][CH:20]=1.Cl.CN(C)CCCN=C=NCC>N1C=CC=CC=1.CN(C)C=O>[N:1]1([C:7]2[N:8]=[C:9]([CH2:14][C:15](=[O:17])[N:26]3[C:27]4[C:32](=[CH:31][CH:30]=[CH:29][CH:28]=4)[CH2:33][CH:25]3[C:19]3[CH:24]=[CH:23][CH:22]=[CH:21][CH:20]=3)[NH:10][C:11](=[O:13])[CH:12]=2)[CH2:2][CH2:3][O:4][CH2:5][CH2:6]1 |f:0.1,3.4|. Reported procedure: (±)-6-(Morpholin-4-yl)-2-{2-oxo-2-[2-phenyl-2,3-dihydro-1H-indol-1-yl]ethyl}pyrimidin-4(3H)-one is prepared by following the procedure described in example 1d, step 3d, using 0.50 g of sodium [4-(morpholin-4-yl)-6-oxo-1,6-dihydropyrimidin-2-yl]acetate, 0.42 g of 2-phenylindoline (which can be prepared according to Santangelo, E. M. et al. Eur. J. Org. Chem. 2008, 5915), and 0.48 g of N-[3-(dimethylamino)propyl]-N′-ethylcarbodiimide hydrochloride in a mixture of 0.31 ml of pyridine and 10 ml of N... Starting materials: COC(CC(CCC=C(C)C)=O)=O (3-oxo-7-methyl-6-octenoic acid methyl ester), C1(=CC=C(C=C1)S(=O)(=O)N=[N+]=[N-])C (p-toluenesulfonyl azide). Run in C(C)N(CC)CC (triethylamine). The product is COC(C(C(CCC=C(C)C)=O)=[N+]=[N-])=O (2-diazo-3-oxo-7-methyl-6-octenoic acid methyl ester). The yield is 89.3%. RXN SMILES: [CH3:1][O:2][C:3](=[O:13])[CH2:4][C:5](=[O:12])[CH2:6][CH2:7][CH:8]=[C:9]([CH3:11])[CH3:10].C1(C)C=CC(S([N:23]=[N+:24]=[N-])(=O)=O)=CC=1>C(N(CC)CC)C>[CH3:1][O:2][C:3](=[O:13])[C:4](=[N+:23]=[N-:24])[C:5](=[O:12])[CH2:6][CH2:7][CH:8]=[C:9]([CH3:10])[CH3:11]. Procedure: In accordance with the process of Example 1, 3-oxo-7-methyl-6-octenoic acid methyl ester (0.54 g; 2.93 m mol), triethylamine (0.30 g; 2.93 m mol) and p-toluenesulfonyl azide (0.61 g; 2.93 m mol) were used as starting materials to obtain 0.55 g of 2-diazo-3-oxo-7-methyl-6-octenoic acid methyl ester as yellow oily product.